From a dataset of the Open Reaction Database (ORD), a public repository of structured organic reaction records. describe an organic reaction: reactants, conditions, products, and yield Reactants: C1(=CC=C(C=C1)C1=CC2=C(NC(N2)=S)C=C1Cl)C1=CC=CC=C1 (5-Biphenyl-4-yl-6-chloro-1,3-dihydro-benzoimidazole-2-thione), Cl (HCl), BrCC(=O)O (bromoacetic acid), [OH-].[K+] (KOH). Run in CCO (EtOH), O (water), CCO (EtOH). Conditions: time 1 hour. The product is C1(=CC=C(C=C1)C1=CC2=C(NC(=N2)SCC(=O)O)C=C1Cl)C1=CC=CC=C1 ((5-Biphenyl-4-yl-6-chloro-1H-benzoimidazol-2-ylsulfanyl)-acetic acid). Reaction SMILES: Br[CH2:2][C:3]([OH:5])=[O:4].[C:6]1([C:23]2[CH:28]=[CH:27][CH:26]=[CH:25][CH:24]=2)[CH:11]=[CH:10][C:9]([C:12]2[C:21]([Cl:22])=[CH:20][C:15]3[NH:16][C:17](=[S:19])[NH:18][C:14]=3[CH:13]=2)=[CH:8][CH:7]=1.[OH-].[K+].Cl>CCO.O>[C:6]1([C:23]2[CH:28]=[CH:27][CH:26]=[CH:25][CH:24]=2)[CH:11]=[CH:10][C:9]([C:12]2[C:21]([Cl:22])=[CH:20][C:15]3[NH:16][C:17]([S:19][CH2:2][C:3]([OH:5])=[O:4])=[N:18][C:14]=3[CH:13]=2)=[CH:8][CH:7]=1 |f:2.3|. Reported procedure: A solution of bromoacetic acid (43.4 mg, 0.312 mmol) in EtOH (1 mL) was added dropwise to a 20 mL scintillation vial equipped with a stirring bar and a septum cap containing a solution of compound 2-3 (52.6 mg, 0.156 mmol) in EtOH (0.5 mL). To this solution, 1M KOH (1.5 mL) was added dropwise, and the resulting mixture was stirred at rt for 1 h. The reaction mixture was then diluted with water (4 mL) and acidified with 10% aqueous HCl. The solution was extracted with EtOAc (3 mL, then three time... Reactants: ClC1=NC(=CC(=N1)N1[C@H](COCC1)C)CS(=O)(=O)C(C)C ((3S)-4-{2-Chloro-6-[(isopropylsulfonyl)methyl]pyrimidin-4-yl}-3-methylmorpholine), C(C)(C)(C)OC(=O)NC1=CC=C(C=C1)B(O)O ({4-[(Tert-butoxycarbonyl)amino]phenyl}boronic acid), C([O-])([O-])=O.[Na+].[Na+] (sodium carbonate), O (water). The reagents and catalysts are dichlorobis(triphenylphosphine) palladium. Run in CN(C)C=O (DMF), C(OC)COC (dimethoxyethane), C(C)O (ethanol). Conditions: temperature 90 celsius. The product is C(C)(C)S(=O)(=O)CC1=NC(=NC(=C1)N1[C@H](COCC1)C)C1=CC=C(C=C1)NC(OC(C)(C)C)=O (Tert-butyl (4-{4-[(isopropylsulfonyl)methyl]-6-[(3S)-3-methylmorpholin-4-yl]pyrimidin-2-yl}phenyl)carbamate). The yield is 108.9%. RXN SMILES: Cl[C:2]1[N:7]=[C:6]([N:8]2[CH2:13][CH2:12][O:11][CH2:10][C@@H:9]2[CH3:14])[CH:5]=[C:4]([CH2:15][S:16]([CH:19]([CH3:21])[CH3:20])(=[O:18])=[O:17])[N:3]=1.O.[C:23]([O:27][C:28]([NH:30][C:31]1[CH:36]=[CH:35][C:34](B(O)O)=[CH:33][CH:32]=1)=[O:29])([CH3:26])([CH3:25])[CH3:24].C(=O)([O-])[O-].[Na+].[Na+]>CN(C=O)C.C(COC)OC.C(O)C>[CH:19]([S:16]([CH2:15][C:4]1[CH:5]=[C:6]([N:8]2[CH2:13][CH2:12][O:11][CH2:10][C@@H:9]2[CH3:14])[N:7]=[C:2]([C:34]2[CH:33]=[CH:32][C:31]([NH:30][C:28](=[O:29])[O:27][C:23]([CH3:25])([CH3:24])[CH3:26])=[CH:36][CH:35]=2)[N:3]=1)(=[O:18])=[O:17])([CH3:21])[CH3:20] |f:3.4.5|. Reported procedure: (3S)-4-{2-Chloro-6-[(isopropylsulfonyl)methyl]pyrimidin-4-yl}-3-methylmorpholine (2.0 g, 5.99 mmol) was dissolved in a solution of 18% DMF in a mixture of 7:3:2 dimethoxyethane:water:ethanol (16 mL). {4-[(Tert-butoxycarbonyl)amino]phenyl}boronic acid (2.13 g, 8.99 mmol), 2M sodium carbonate solution (8 mL) and dichlorobis(triphenylphosphine) palladium catalyst (211 mg, 0.30 mmol) were then added and the reaction refluxed at 90° C. for 2 hours under a nitrogen atmosphere. The reaction was allowed...